This data is from the Open Reaction Database (ORD), a public repository of structured organic reaction records. The task is: describe an organic reaction: reactants, conditions, products, and yield The reactants are Cl.CC1=C(C=CC=C1)NC(=O)NC(NCC)=N (1-(2-methylphenyl)-3-ethylamidinourea hydrochloride), COC(N(C)C)OC (N,N-dimethylformamide dimethylacetal). The solvent is CC#N (CH3CN), CC#N (CH3CN). Yields the product CC1=C(C=CC=C1)N1C(N=C(N=C1)NCC)=O (1-(2-methylphenyl)-4-ethylamino-1,2-dihydro-1,3,5-triazine-2-one). RXN SMILES: Cl.[CH3:2][C:3]1[CH:8]=[CH:7][CH:6]=[CH:5][C:4]=1[NH:9][C:10]([NH:12][C:13](=[NH:17])[NH:14][CH2:15][CH3:16])=[O:11].[CH3:18]OC(OC)N(C)C>CC#N>[CH3:2][C:3]1[CH:8]=[CH:7][CH:6]=[CH:5][C:4]=1[N:9]1[CH:18]=[N:17][C:13]([NH:14][CH2:15][CH3:16])=[N:12][C:10]1=[O:11] |f:0.1|. Procedure details: To a magnetically stirred suspension of 9.02 g (35.2 mmol) of 1-(2-methylphenyl)-3-ethylamidinourea hydrochloride in 30 ml of CH3CN, was added 8.40 g (70.5 mmol) of N,N-dimethylformamide dimethylacetal and 20 ml of CH3CN. All of the solid dissolved. The reaction mixture was refluxed for two hours, allowed to come to ambient temperature, and partitioned between CHCl3 and H2O. The reactants are C1(O)=CC(O)=CC=C1 (resorcinol), C(C1=CC=CC=C1)Cl (benzyl chloride), C(=O)([O-])[O-].[K+].[K+] (K2CO3). Solvent: O (water). Product: C1(=CC=CC=C1)COC=1C=C(C=CC1)O (m-PhCH2OC6H4OH). Isolated yield 27.1%. Reaction SMILES: [C:1]1([CH:8]=[CH:7][CH:6]=[C:4]([OH:5])[CH:3]=1)[OH:2].[CH2:9](Cl)[C:10]1[CH:15]=[CH:14][CH:13]=[CH:12][CH:11]=1.C([O-])([O-])=O.[K+].[K+]>O>[C:10]1([CH2:9][O:2][C:1]2[CH:3]=[C:4]([OH:5])[CH:6]=[CH:7][CH:8]=2)[CH:15]=[CH:14][CH:13]=[CH:12][CH:11]=1 |f:2.3.4|. Procedure: 36.6 g (332.40 mmol) of resorcinol and 42 g (331.78 mmol) of benzyl chloride are refluxed overnight in 250 ml of dry Me2CO in the presence of 46.6 g of K2CO3, with stirring. The mixture is cooled, filtered and evaporated. The residue obtained is diluted in 500 ml of water and extracted with ethanol. The organic layer is washed with 10% aqueous NaOH and extracted with ethanol. The red oil obtained is distilled with the aid of a bulb tube distillation apparatus to give 18 g of m-PhCH2OC6H4OH, b.p.... Reactants: CC(C)(C)OCC(O)CC(=O)CC(=O)OC(C)(C)C, CO. Product: CC(C)(C)OCC(O)CC(O)CC(=O)OC(C)(C)C. As a reaction SMILES: [C:1]([CH3:2])([CH3:3])([CH3:4])[O:5][CH2:6][CH:7]([CH2:8][C:9]([CH2:10][C:11](=[O:12])[O:13][C:14]([CH3:15])([CH3:16])[CH3:17])=[O:18])[OH:19].[CH3:20][OH:21]>>[C:1]([CH3:2])([CH3:3])([CH3:4])[O:5][CH2:6][CH:7]([CH2:8][CH:9]([CH2:10][C:11](=[O:12])[O:13][C:14]([CH3:15])([CH3:16])[CH3:17])[OH:18])[OH:19]. Starting materials: C1CCOC1, CNC, CCOC(C)=O, CC1(C)C(C(=O)c2cn(CC3CCOCC3)c3ccc(C(=O)O)cc23)C1(C)C. Product: CN(C)C(=O)c1ccc2c(c1)c(C(=O)C1C(C)(C)C1(C)C)cn2CC1CCOCC1. RXN SMILES: [CH2:38]1[O:39][CH2:40][CH2:41][CH2:42]1.[CH3:29][NH:30][CH3:31].[CH3:32][CH2:33][O:34][C:35]([CH3:36])=[O:37].[O:1]1[CH2:2][CH2:3][CH:4]([CH2:7][n:8]2[cH:9][c:10]([C:20](=[O:21])[CH:22]3[C:23]([CH3:27])([CH3:28])[C:24]3([CH3:25])[CH3:26])[c:11]3[cH:12][c:13]([C:17](=[O:18])[OH:19])[cH:14][cH:15][c:16]23)[CH2:5][CH2:6]1>>[O:1]1[CH2:2][CH2:3][CH:4]([CH2:7][n:8]2[cH:9][c:10]([C:20](=[O:21])[CH:22]3[C:23]([CH3:27])([CH3:28])[C:24]3([CH3:25])[CH3:26])[c:11]3[cH:12][c:13]([C:17](=[O:19])[N:30]([CH3:29])[CH3:31])[cH:14][cH:15][c:16]23)[CH2:5][CH2:6]1. The reactants are C1(CCCCC1)N1N=C(C(=C1N)C(=O)N)C (1-Cyclohexyl-3-methyl-5-amino-1H-pyrazole-4-carboxamide), N1=CC=C(C=C1)C=O (4-pyridinecarboxaldehyde), O.C1(=CC=C(C=C1)S(=O)(=O)O)C (p-toluenesulfonic acid monohydrate). Run in C1(=CC=CC=C1)C (toluene). Yields the product C1(CCCCC1)N1NC(=C2C1=NC(=NC2=O)C2=CC=NC=C2)C (1-cyclohexyl-3-methyl-6-(4-pyridyl)-pyrazolo[3,4-d]pyrimidin-4-one). Yield: 31.7%. RXN SMILES: [CH:1]1([N:7]2[C:11]([NH2:12])=[C:10]([C:13]([NH2:15])=[O:14])[C:9]([CH3:16])=[N:8]2)[CH2:6][CH2:5][CH2:4][CH2:3][CH2:2]1.[N:17]1[CH:22]=[CH:21][C:20]([CH:23]=O)=[CH:19][CH:18]=1.O.C1(C)C=CC(S(O)(=O)=O)=CC=1>C1(C)C=CC=CC=1>[CH:1]1([N:7]2[C:11]3=[N:12][C:23]([C:20]4[CH:21]=[CH:22][N:17]=[CH:18][CH:19]=4)=[N:15][C:13](=[O:14])[C:10]3=[C:9]([CH3:16])[NH:8]2)[CH2:2][CH2:3][CH2:4][CH2:5][CH2:6]1 |f:2.3|. Procedure: 1-Cyclohexyl-3-methyl-5-amino-1H-pyrazole-4-carboxamide (1.2 g, 5.4 mmol), 4-pyridinecarboxaldehyde (0.87 g, 8.1 mmol), toluene (125 ml) and p-toluenesulfonic acid monohydrate were combined and heated to reflux for 24 hours. The solvent was removed in vacuo and the residue was poured into water (450 ml). The obtained precipitate was collected by filtration, recrystallized from isopropanol (200 ml) and dried for 24 hours in high vacuum to afford 0.53 g (32%) of 1-cyclohexyl-3-methyl-6-(4-pyridyl)... Reactants: Cl.C(#N)CNC(=O)[C@H]1NC[C@@H](C1)S(=O)(=O)C1=C(C=CC=C1)C(F)(F)F ((2S,4R)-4-(2-trifluoromethyl-benzenesulfonyl)-pyrrolidine-2-carboxylic acid cyanomethyl-amide hydrochloride), C(C1=CC=CC=C1)(=O)O (benzoic acid), A1. Yields the product C(#N)CNC(=O)[C@H]1N(C[C@@H](C1)S(=O)(=O)C1=C(C=CC=C1)C(F)(F)F)C(C1=CC=CC=C1)=O ((2S,4R)-1-benzoyl-4-(2-trifluoromethyl-benzenesulfonyl)-pyrrolidine-2-carboxylic acid cyanomethyl-amide). Reaction SMILES: Cl.[C:2]([CH2:4][NH:5][C:6]([C@@H:8]1[CH2:12][C@@H:11]([S:13]([C:16]2[CH:21]=[CH:20][CH:19]=[CH:18][C:17]=2[C:22]([F:25])([F:24])[F:23])(=[O:15])=[O:14])[CH2:10][NH:9]1)=[O:7])#[N:3].[C:26](O)(=[O:33])[C:27]1[CH:32]=[CH:31][CH:30]=[CH:29][CH:28]=1>>[C:2]([CH2:4][NH:5][C:6]([C@@H:8]1[CH2:12][C@@H:11]([S:13]([C:16]2[CH:21]=[CH:20][CH:19]=[CH:18][C:17]=2[C:22]([F:25])([F:23])[F:24])(=[O:15])=[O:14])[CH2:10][N:9]1[C:26](=[O:33])[C:27]1[CH:32]=[CH:31][CH:30]=[CH:29][CH:28]=1)=[O:7])#[N:3] |f:0.1|. Procedure details: (2S,4R)-4-(2-trifluoromethyl-benzenesulfonyl)-pyrrolidine-2-carboxylic acid cyanomethyl-amide hydrochloride from experiment K2 was coupled with benzoic acid in analogy to experiment A1 to give (2S,4R)-1-benzoyl-4-(2-trifluoromethyl-benzenesulfonyl)-pyrrolidine-2-carboxylic acid cyanomethyl-amide as a colorless oil. MS: 466.2 [M+H]+. Reactants: [Br-], Cc1c(-c2ccnn2-c2ccc(C#N)cc2)cc(C(=O)NCCC[N+](C)(C)C)c(=O)n1-c1cccc(C(F)(F)F)c1, CC(=O)[O-], CC#N. Product: Cc1c(-c2ccnn2-c2ccc(C#N)cc2)cc(C(=O)NCCC[N+](C)(C)C)c(=O)n1-c1cccc(C(F)(F)F)c1, CC(=O)[O-]. RXN SMILES: [Br-:1].[C:2](#[N:3])[c:4]1[cH:5][cH:6][c:7](-[n:10]2[n:11][cH:12][cH:13][c:14]2-[c:15]2[cH:16][c:17]([C:33](=[O:34])[NH:35][CH2:36][CH2:37][CH2:38][N+:39]([CH3:40])([CH3:41])[CH3:42])[c:18](=[O:32])[n:19](-[c:22]3[cH:23][c:24]([C:28]([F:29])([F:30])[F:31])[cH:25][cH:26][cH:27]3)[c:20]2[CH3:21])[cH:8][cH:9]1.[CH3:43][C:44]([O-:45])=[O:46].[CH3:47][C:48]#[N:49]>>[C:2](#[N:3])[c:4]1[cH:5][cH:6][c:7](-[n:10]2[n:11][cH:12][cH:13][c:14]2-[c:15]2[cH:16][c:17]([C:33](=[O:34])[NH:35][CH2:36][CH2:37][CH2:38][N+:39]([CH3:40])([CH3:41])[CH3:42])[c:18](=[O:32])[n:19](-[c:22]3[cH:23][c:24]([C:28]([F:29])([F:30])[F:31])[cH:25][cH:26][cH:27]3)[c:20]2[CH3:21])[cH:8][cH:9]1.[CH3:43][C:44](=[O:45])[O-:46].